From a dataset of the Open Reaction Database (ORD), a public repository of structured organic reaction records. describe an organic reaction: reactants, conditions, products, and yield Reported procedure: Prepared from {3-[3-(3-cyano-phenyl)-3-oxo-propionylamino]-4′-trifluoromethoxy-biphenyl-4-yl}-carbamic acid tert.-butyl ester (Example K24) by treatment with TFA in CH2Cl2 according to the general procedure M. Obtained as a light yellow powder (23 mg). The solvent is C(Cl)Cl (CH2Cl2). The reactants are C(C)(C)(C)OC(NC1=C(C=C(C=C1)C1=CC=C(C=C1)OC(F)(F)F)NC(CC(=O)C1=CC(=CC=C1)C#N)=O)=O ({3-[3-(3-cyano-phenyl)-3-oxo-propionylamino]-4′-trifluoromethoxy-biphenyl-4-yl}-carbamic acid tert.-butyl ester), C(=O)(C(F)(F)F)O (TFA). Reaction SMILES: C(OC(=O)[NH:7][C:8]1[CH:13]=[CH:12][C:11]([C:14]2[CH:19]=[CH:18][C:17]([O:20][C:21]([F:24])([F:23])[F:22])=[CH:16][CH:15]=2)=[CH:10][C:9]=1[NH:25][C:26](=[O:38])[CH2:27][C:28]([C:30]1[CH:35]=[CH:34][CH:33]=[C:32]([C:36]#[N:37])[CH:31]=1)=O)(C)(C)C.C(O)(C(F)(F)F)=O>C(Cl)Cl>[O:38]=[C:26]1[CH2:27][C:28]([C:30]2[CH:31]=[C:32]([CH:33]=[CH:34][CH:35]=2)[C:36]#[N:37])=[N:7][C:8]2[CH:13]=[CH:12][C:11]([C:14]3[CH:19]=[CH:18][C:17]([O:20][C:21]([F:24])([F:23])[F:22])=[CH:16][CH:15]=3)=[CH:10][C:9]=2[NH:25]1. Product: O=C1NC2=C(N=C(C1)C=1C=C(C#N)C=CC1)C=CC(=C2)C2=CC=C(C=C2)OC(F)(F)F (3-[4-Oxo-7-(4-trifluoromethoxy-phenyl)-4,5-dihydro-3H-benzo[b][1,4]diazepin-2-yl]-benzonitrile).